Dataset: the Open Reaction Database (ORD), a public repository of structured organic reaction records. Task: describe an organic reaction: reactants, conditions, products, and yield The reactants are COC(=O)C1=NC(=C(C=C1N)C(F)(F)F)Br (3-Amino-6-bromo-5-trifluoromethyl-pyridine-2-carboxylic acid methyl ester), 1,1′bis(diphenylphosphoshio)ferrocene palladium dichloride, COC(=O)C1=NC(=C(C=C1N)C(F)(F)F)Br (3-Amino-6-bromo-5-trifluoromethyl-pyridine-2-carboxylic acid methyl ester), FC1=CC=C(C=C1)B(O)O (4-fluorophenylboronic acid). Run in C1CCOC1 (THF), C(=O)([O-])[O-].[Cs+].[Cs+] (Cs2CO3). Reaction conditions: temperature 160 celsius. The product is NC=1C(=NC(=C(C1)C(F)(F)F)C1=CC=C(C=C1)F)C(=O)OC (Methyl 3-amino-6-(4-fluorophenyl)-5-(trifluoromethyl)picolinate). Reaction SMILES: [CH3:1][O:2][C:3]([C:5]1[C:10]([NH2:11])=[CH:9][C:8]([C:12]([F:15])([F:14])[F:13])=[C:7](Br)[N:6]=1)=[O:4].[F:17][C:18]1[CH:23]=[CH:22][C:21](B(O)O)=[CH:20][CH:19]=1>C1COCC1.C([O-])([O-])=O.[Cs+].[Cs+]>[NH2:11][C:10]1[C:5]([C:3]([O:2][CH3:1])=[O:4])=[N:6][C:7]([C:21]2[CH:22]=[CH:23][C:18]([F:17])=[CH:19][CH:20]=2)=[C:8]([C:12]([F:15])([F:14])[F:13])[CH:9]=1 |f:3.4.5|. Procedure details: 3-Amino-6-bromo-5-trifluoromethyl-pyridine-2-carboxylic acid methyl ester (Intermediate 3D) (200 mg, 0.669 mmol), 4-fluorophenylboronic acid (94 mg, 0.669 mmol) and 1,1′bis(diphenylphosphoshio)ferrocene palladium dichloride (Apollo) were suspended in THF (2 ml) and 1M Cs2CO3 (0.667 ml). The vial was flushed with N2, sealed and heated at 160° C. for 15 minutes using microwave radiation. The reaction mixture was partitioned between EtOAc (50 ml) and water (50 ml). The organic portion was separated... Reactants: NC1=CC=C(C=C1)C1CN=C2N(C(NC=3C=CC=CC23)=O)C1 (3-(4-aminophenyl)-2,3,4,7-tetrahydro-6H-pyrimido[1,2-c]quinazolin-6-one), CSC=1C=C(C=CC1)N=C=O (3-(methylthio)phenyl isocyanate). Yields the product CSC=1C=C(C=CC1)NC(=O)NC1=CC=C(C=C1)C1CN=C2N(C(NC=3C=CC=CC23)=O)C1 (1-[3-(Methylthio)phenyl]-3-[4-(6-oxo-3,4,6,7-tetrahydro-2H-pyrimido[1,2-c]quinazolin-3-yl)phenyl]urea). The yield is 46.9%. RXN SMILES: [NH2:1][C:2]1[CH:7]=[CH:6][C:5]([CH:8]2[CH2:22][N:12]3[C:13](=[O:21])[NH:14][C:15]4[CH:16]=[CH:17][CH:18]=[CH:19][C:20]=4[C:11]3=[N:10][CH2:9]2)=[CH:4][CH:3]=1.[CH3:23][S:24][C:25]1[CH:26]=[C:27]([N:31]=[C:32]=[O:33])[CH:28]=[CH:29][CH:30]=1>>[CH3:23][S:24][C:25]1[CH:26]=[C:27]([NH:31][C:32]([NH:1][C:2]2[CH:7]=[CH:6][C:5]([CH:8]3[CH2:22][N:12]4[C:13](=[O:21])[NH:14][C:15]5[CH:16]=[CH:17][CH:18]=[CH:19][C:20]=5[C:11]4=[N:10][CH2:9]3)=[CH:4][CH:3]=2)=[O:33])[CH:28]=[CH:29][CH:30]=1. Reported procedure: In a manner similar to the procedure described in Example 7, 3-(4-aminophenyl)-2,3,4,7-tetrahydro-6H-pyrimido[1,2-c]quinazolin-6-one (20.2 mg, 0.069 mmol) and 3-(methylthio)phenyl isocyanate (0.0105 mL, 0.076 mmol) were reacted to give the title compound as an off-white solid (14.8 mg, 47%). 1H NMR (DMSO-d6) δ: 10.68 (s, 1H), 8.69 (s, 1H), 8.66 (s, 1H), 7.98 (d, J=7.9 Hz, 1H), 7.41-7.47 (m, 4H), 7.19-7.26 (m, 3H), 7.13-7.15 (m, 1H), 7.06 (t, J=7.5 Hz, 1H), 7.01 (d, J=7.9 Hz, 1H), 6.84-6.87 (m, 1... Reaction SMILES: [CH3:35][OH:36].[Cl-:1].[Cl:18][c:19]1[c:20]([O:21][CH2:22][CH2:23][N:24]([CH2:25][CH3:26])[CH2:27][CH3:28])[cH:29][cH:30][c:31]([NH2:33])[cH:32]1.[Cl:2][c:3]1[c:4]([C:13]#[C:14][C:15](=[O:16])[OH:17])[cH:5][cH:6][c:7]([C:9]([F:10])([F:11])[F:12])[cH:8]1.[Cl:37][CH2:38][Cl:39].[NH3:34]>>[Cl:2][c:3]1[c:4]([C:13]#[C:14][C:15](=[O:17])[NH:33][c:31]2[cH:30][cH:29][c:20]([O:21][CH2:22][CH2:23][N:24]([CH2:25][CH3:26])[CH2:27][CH3:28])[c:19]([Cl:18])[cH:32]2)[cH:5][cH:6][c:7]([C:9]([F:10])([F:11])[F:12])[cH:8]1. The reactants are CO, [Cl-], CCN(CC)CCOc1ccc(N)cc1Cl, O=C(O)C#Cc1ccc(C(F)(F)F)cc1Cl, ClCCl, N. Product: CCN(CC)CCOc1ccc(NC(=O)C#Cc2ccc(C(F)(F)F)cc2Cl)cc1Cl. Reactants: ClC=1C=C(C(=O)OO)C=CC1 (m-chloroperoxybenzoic acid), ice, NC1=NC(=C2N=CN(C2=N1)[C@H]1[C@H](O)[C@H](O)[C@H](O1)C)SN (2-Amino-9-(5-deoxy-β-D-ribofuranosyl)-9H-purine-6-sulfenamide). Run in C(C)O (ethanol), C(C)O (ethanol). Reaction conditions: time 15 minute. Yields the product NC1=NC(=C2N=CN(C2=N1)[C@H]1[C@H](O)[C@H](O)[C@H](O1)C)S(=O)N (2-Amino-9-(5-deoxy-β-D-ribofuranosyl)-9H-purine-6-sulfinamide). Isolated yield 44.5%. As a reaction SMILES: ClC1C=C(C=CC=1)C(OO)=[O:6].[NH2:12][C:13]1[N:21]=[C:20]2[C:16]([N:17]=[CH:18][N:19]2[C@@H:22]2[O:28][C@H:27]([CH3:29])[C@@H:25]([OH:26])[C@H:23]2[OH:24])=[C:15]([S:30][NH2:31])[N:14]=1>C(O)C>[NH2:12][C:13]1[N:21]=[C:20]2[C:16]([N:17]=[CH:18][N:19]2[C@@H:22]2[O:28][C@H:27]([CH3:29])[C@@H:25]([OH:26])[C@H:23]2[OH:24])=[C:15]([S:30]([NH2:31])=[O:6])[N:14]=1. Procedure details: A solution of m-chloroperoxybenzoic acid (0.10 g, 0.5 mmol) in ethanol (10 mL) was added dropwise to an ice-cooled stirred solution of 41 (0.15 g, 0.5 mmol) in ethanol (25 mL), during 15 min. The reaction mixture was allowed to stand at 0° C. overnight and then evaporated to dryness under reduced pressure. The residue was triturated with a mixture of ethanol (2 mL) and ethyl ether (30 mL). The precipitated crystalline product was collected by filtration and dried at 80° C. for 3 h to yield 70 mg... Starting materials: C(C)(=O)N1C(CC2=CC(=CC=C12)[N+](=O)[O-])=O (1-acetyl-5-nitro-indolinone), N1(C=NC=C1)CC1=CC=C(C(=O)O)C=C1 (4-(imidazol-1-ylmethyl)benzoic acid), CN(C)C(=[N+](C)C)ON1C2=C(C=CC=C2)N=N1.[B-](F)(F)(F)F (TBTU), C=1C=CC2=C(C1)N=NN2O (HOBT), CCN(C(C)C)C(C)C (Hunig's base). Run in CN(C)C=O (DMF). Product: C(C)(=O)N1C(C(C2=CC(=CC=C12)[N+](=O)[O-])=C(C1=CC=C(C=C1)CN1C=NC=C1)O)=O (1-Acetyl-3-{1-hydroxy-1-[4-(imidazol-1-yl-methyl)-phenyl]-methylidene}-5-nitro-2-indolinone). Reaction SMILES: [C:1]([N:4]1[C:12]2[C:7](=[CH:8][C:9]([N+:13]([O-:15])=[O:14])=[CH:10][CH:11]=2)[CH2:6][C:5]1=[O:16])(=[O:3])[CH3:2].[N:17]1([CH2:22][C:23]2[CH:31]=[CH:30][C:26]([C:27](O)=[O:28])=[CH:25][CH:24]=2)[CH:21]=[CH:20][N:19]=[CH:18]1.CN(C(ON1N=NC2C=CC=CC1=2)=[N+](C)C)C.[B-](F)(F)(F)F.C1C=CC2N(O)N=NC=2C=1.CCN(C(C)C)C(C)C>CN(C=O)C>[C:1]([N:4]1[C:12]2[C:7](=[CH:8][C:9]([N+:13]([O-:15])=[O:14])=[CH:10][CH:11]=2)[C:6](=[C:27]([OH:28])[C:26]2[CH:25]=[CH:24][C:23]([CH2:22][N:17]3[CH:21]=[CH:20][N:19]=[CH:18]3)=[CH:31][CH:30]=2)[C:5]1=[O:16])(=[O:3])[CH3:2] |f:2.3|. Reported procedure: Prepared analogously to Example 10(a) from 1-acetyl-5-nitro-indolinone and 4-(imidazol-1-ylmethyl)benzoic acid in dry DMF in the presence of TBTU, HOBT and Hunig's base.